From a dataset of the Open Reaction Database (ORD), a public repository of structured organic reaction records. describe an organic reaction: reactants, conditions, products, and yield Reactants: FC(C1=CC(=NC=2N1N=CC2C(=O)O)C2=CC=C(C=C2)C(F)(F)F)(F)F (7-trifluoromethyl-5-(4-trifluoromethyl-phenyl)-pyrazolo[1,5-a]pyrimidine-3-carboxylic acid), C(C)(C)(C)OC(NCCNS(=O)(=O)C=1SC(=C(C1)[N+](=O)[O-])Cl)=O ([2-(5-chloro-4-nitro-thiophene-2-sulfonylamino)-ethyl]-carbamic acid tert-butyl ester). Product: NCCNS(=O)(=O)C1=CC(=C(S1)Cl)NC(=O)C=1C=NN2C1N=C(C=C2C(F)(F)F)C2=CC=C(C=C2)C(F)(F)F (7-Trifluoromethyl-5-(4-trifluoromethyl-phenyl)-pyrazolo[1,5-a]pyrimidine-3-carboxylic acid [5-(2-amino-ethylsulfamoyl)-2-chloro-thiophen-3-yl]-amide). RXN SMILES: [F:1][C:2]([F:26])([F:25])[C:3]1[N:8]2[N:9]=[CH:10][C:11]([C:12](O)=[O:13])=[C:7]2[N:6]=[C:5]([C:15]2[CH:20]=[CH:19][C:18]([C:21]([F:24])([F:23])[F:22])=[CH:17][CH:16]=2)[CH:4]=1.C(OC(=O)[NH:33][CH2:34][CH2:35][NH:36][S:37]([C:40]1[S:41][C:42]([Cl:48])=[C:43]([N+:45]([O-])=O)[CH:44]=1)(=[O:39])=[O:38])(C)(C)C>>[NH2:33][CH2:34][CH2:35][NH:36][S:37]([C:40]1[S:41][C:42]([Cl:48])=[C:43]([NH:45][C:12]([C:11]2[CH:10]=[N:9][N:8]3[C:3]([C:2]([F:26])([F:25])[F:1])=[CH:4][C:5]([C:15]4[CH:16]=[CH:17][C:18]([C:21]([F:23])([F:22])[F:24])=[CH:19][CH:20]=4)=[N:6][C:7]=23)=[O:13])[CH:44]=1)(=[O:38])=[O:39]. Procedure: The title compound was prepared from 7-trifluoromethyl-5-(4-trifluoromethyl-phenyl)-pyrazolo[1,5-a]pyrimidine-3-carboxylic acid (example C.1) and [2-(4-amino-5-chloro-thiophene-2-sulfonylamino)-ethyl]-carbamic acid tert-butyl ester (example B.17) according to general procedure II and subsequent removal of the protecting group with trifluoroacetic acid in dichloromethane at 0° C. for 3 h. Yellow solid. MS (ISP) 611.0 [(M−H)−]; mp 195° C.